Dataset: the Open Reaction Database (ORD), a public repository of structured organic reaction records. Task: describe an organic reaction: reactants, conditions, products, and yield The reactants are Brc1nccs1, O=C([O-])[O-], CO, CC(C)[Si](C(C)C)(C(C)C)n1ccc(B(O)O)c1, [K+], [K+], O, c1ccccc1, c1ccc(P(c2ccccc2)(c2ccccc2)[Pd](P(c2ccccc2)(c2ccccc2)c2ccccc2)(P(c2ccccc2)(c2ccccc2)c2ccccc2)P(c2ccccc2)(c2ccccc2)c2ccccc2)cc1. Yields the product CC(C)[Si](C(C)C)(C(C)C)n1ccc(-c2nccs2)c1. RXN SMILES: [Br:19][c:20]1[s:21][cH:22][cH:23][n:24]1.[C:25](=[O:26])([O-:27])[O-:28].[CH3:37][OH:38].[CH:1]([CH3:2])([CH3:3])[Si:4]([n:5]1[cH:6][c:7]([B:10]([OH:11])[OH:12])[cH:8][cH:9]1)([CH:13]([CH3:14])[CH3:15])[CH:16]([CH3:17])[CH3:18].[K+:29].[K+:30].[OH2:39].[cH:31]1[cH:32][cH:33][cH:34][cH:35][cH:36]1.[cH:40]1[cH:41][cH:42][c:43]([P:44]([Pd:45]([P:46]([c:47]2[cH:48][cH:49][cH:50][cH:51][cH:52]2)([c:53]2[cH:54][cH:55][cH:56][cH:57][cH:58]2)[c:59]2[cH:60][cH:61][cH:62][cH:63][cH:64]2)([P:65]([c:66]2[cH:67][cH:68][cH:69][cH:70][cH:71]2)([c:72]2[cH:73][cH:74][cH:75][cH:76][cH:77]2)[c:78]2[cH:79][cH:80][cH:81][cH:82][cH:83]2)[P:84]([c:85]2[cH:86][cH:87][cH:88][cH:89][cH:90]2)([c:91]2[cH:92][cH:93][cH:94][cH:95][cH:96]2)[c:97]2[cH:98][cH:99][cH:100][cH:101][cH:102]2)([c:103]2[cH:104][cH:105][cH:106][cH:107][cH:108]2)[c:109]2[cH:110][cH:111][cH:112][cH:113][cH:114]2)[cH:115][cH:116]1>>[CH:1]([CH3:2])([CH3:3])[Si:4]([n:5]1[cH:6][c:7](-[c:20]2[s:21][cH:22][cH:23][n:24]2)[cH:8][cH:9]1)([CH:13]([CH3:14])[CH3:15])[CH:16]([CH3:17])[CH3:18]. Reactants: CC1=C2CC(C)C3C(CCC4(C)C(O)CCC34)C2(CO)CCC1=O, CC1CC2=CC(=O)CCC2(CO)C2CCC3(C)C(O)CCC3C12. The product is CC1C(=O)CCC2(CO)C1=CC(C)C1C2CCC2(C)C(O)CCC12. RXN SMILES: [OH:1][CH:2]1[C:3]2([CH3:4])[CH:5]([CH2:6][CH2:7]1)[CH:8]1[CH:9]([CH3:24])[CH2:10][C:11]3=[C:12]([CH3:23])[C:13](=[O:22])[CH2:14][CH2:15][C:16]3([CH2:17][OH:18])[CH:19]1[CH2:20][CH2:21]2.[OH:25][CH:26]1[CH2:27][CH2:28][CH:29]2[CH:30]3[CH:31]([CH2:32][CH2:33][C:34]12[CH3:35])[C:36]1([CH2:37][OH:38])[C:39](=[CH:40][C:41](=[O:42])[CH2:43][CH2:44]1)[CH2:45][CH:46]3[CH3:47]>>[OH:1][CH:2]1[C:3]2([CH3:4])[CH:5]([CH2:6][CH2:7]1)[CH:8]1[CH:9]([CH3:24])[CH:10]=[C:11]3[CH:12]([CH3:23])[C:13](=[O:22])[CH2:14][CH2:15][C:16]3([CH2:17][OH:18])[CH:19]1[CH2:20][CH2:21]2. The reactants are FC1=C(C=C(C=C1)B1OC(C(O1)(C)C)(C)C)C(F)(F)F (2-(4-fluoro-3-trifluoromethyl-phenyl)-4,4,5,5-tetramethyl-[1,3,2]dioxaborolane), ClC=1C=C(N=NC1)CN1C(=NC=C1)C (5-chloro-3-(2-methyl-imidazol-1-ylmethyl)-pyridazine). Product: Cl.FC1=C(C=C(C=C1)C=1C=C(N=NC1)CN1C(=NC=C1)C)C(F)(F)F (5-(4-Fluoro-3-trifluoromethyl-phenyl)-3-(2-methyl-imidazol-1-yl-methyl)-pyridazine hydrochloride). Reaction SMILES: [F:1][C:2]1[CH:7]=[CH:6][C:5](B2OC(C)(C)C(C)(C)O2)=[CH:4][C:3]=1[C:17]([F:20])([F:19])[F:18].[Cl:21][C:22]1[CH:23]=[C:24]([CH2:28][N:29]2[CH:33]=[CH:32][N:31]=[C:30]2[CH3:34])[N:25]=[N:26][CH:27]=1>>[ClH:21].[F:1][C:2]1[CH:7]=[CH:6][C:5]([C:22]2[CH:23]=[C:24]([CH2:28][N:29]3[CH:33]=[CH:32][N:31]=[C:30]3[CH3:34])[N:25]=[N:26][CH:27]=2)=[CH:4][C:3]=1[C:17]([F:18])([F:19])[F:20] |f:2.3|. Reported procedure: The title compound, MS: m/e=337.2 (M+H+), was prepared from 2-(4-fluoro-3-trifluoromethyl-phenyl)-4,4,5,5-tetramethyl-[1,3,2]dioxaborolane and 5-chloro-3-(2-methyl-imidazol-1-ylmethyl)-pyridazine. Starting materials: COc1ccccc1O, CCO, CSC(=S)N1CCNCC1. Product: COc1cccc(CN2CCN(C(=S)SC)CC2)c1O. As a reaction SMILES: [CH3:11][O:12][c:13]1[cH:14][cH:15][cH:16][cH:17][c:18]1[OH:19].[CH3:20][CH2:21][OH:22].[N:1]1([C:7](=[S:8])[S:9][CH3:10])[CH2:2][CH2:3][NH:4][CH2:5][CH2:6]1>>[N:1]1([C:7](=[S:8])[S:9][CH3:10])[CH2:2][CH2:3][N:4]([CH2:20][c:17]2[cH:16][cH:15][cH:14][c:13]([O:12][CH3:11])[c:18]2[OH:19])[CH2:5][CH2:6]1. The reactants are NC1=C(C=CC=C1)C(C)=O (1-(2-aminophenyl)ethanone), ICl (ICl). The solvent is Cl (HCl), Cl (HCl). Reaction conditions: temperature 0 celsius. Product: NC1=C(C=C(C=C1)I)C(C)=O (1-(2-amino-5-iodophenyl)ethanone). As a reaction SMILES: [NH2:1][C:2]1[CH:7]=[CH:6][CH:5]=[CH:4][C:3]=1[C:8](=[O:10])[CH3:9].[I:11]Cl>Cl>[NH2:1][C:2]1[CH:7]=[CH:6][C:5]([I:11])=[CH:4][C:3]=1[C:8](=[O:10])[CH3:9]. Procedure: Into a 250 mL round-bottom flask, was placed a solution of 1-(2-aminophenyl)ethanone (11 g, 81.48 mmol, 1.00 equiv) in 1N HCl (300 mL). This was followed by the addition of a solution of ICl (14.5 g, 89.51 mmol, 1.10 equiv) in 2N HCl (50 mL) dropwise with stirring at 0° C. The reaction mixture was stirred for 2 h at room temperature in a water/ice bath. The solid were collected by filtration and then washed with 200 mL of ethyl acetate: MeOH (10:1). The title compound was obtained as a brown sol... Starting materials: CC1=C(C(CCC1)(C)C)CCCCCCCCC(=O)OCC (ethyl 9-(2,6,6-trimethylcyclohex-1-en-1-yl)nonanoate), [OH-].[K+] (KOH), O (Water). Solvent: C(C)O (ethanol). Run at time 1.5 hour. Product: CC1=C(C(CCC1)(C)C)CCCCCCCCC(=O)O (9-(2,6,6-trimethylcyclohex-1-en-1-yl)nonanoic acid). Isolated yield 92.3%. As a reaction SMILES: [CH3:1][C:2]1[CH2:7][CH2:6][CH2:5][C:4]([CH3:9])([CH3:8])[C:3]=1[CH2:10][CH2:11][CH2:12][CH2:13][CH2:14][CH2:15][CH2:16][CH2:17][C:18]([O:20]CC)=[O:19].[OH-].[K+].O>C(O)C>[CH3:1][C:2]1[CH2:7][CH2:6][CH2:5][C:4]([CH3:8])([CH3:9])[C:3]=1[CH2:10][CH2:11][CH2:12][CH2:13][CH2:14][CH2:15][CH2:16][CH2:17][C:18]([OH:20])=[O:19] |f:1.2|. Reported procedure: To ethyl 9-(2,6,6-trimethylcyclohex-1-en-1-yl)nonanoate (13.2 g, 42.9 mmol) in ethanol (80 mL) was added 4 M KOH (43 mL). The mixture was stirred at room temperature for 1.5 h. Water (350 mL) was added and the solution was washed with tert-butyl methyl ether (2×100 mL). The SimVA, aqueous phase was cooled, acidified with 4 M HCl (˜45 mL) and extracted with pentane (3×100 mL). The combined pentane extracts were washed with water (200 mL), dried (MgSO4), filtered, concentrated and dried under high... Starting materials: [Br-].C(C1=CC=CC=C1)[N+]1=C(C(=CC=C1)C)CNC(=O)OC(C)(C)C (1-benzyl-2-(((tert-butoxycarbonyl)amino)methyl)-3-methylpyridin-1-ium bromide), [BH4-].[Na+] (NaBH4). Solvent: CO (MeOH). Reaction conditions: time 3 hour. The product is C(C1=CC=CC=C1)N1C(C(=CCC1)C)CNC(OC(C)(C)C)=O (rac-tert-Butyl ((1-benzyl-3-methyl-1,2,5,6-tetrahydropyridin-2-yl)methyl)carbamate). Isolated yield 63.0%. RXN SMILES: [Br-].[CH2:2]([N+:9]1[CH:14]=[CH:13][CH:12]=[C:11]([CH3:15])[C:10]=1[CH2:16][NH:17][C:18]([O:20][C:21]([CH3:24])([CH3:23])[CH3:22])=[O:19])[C:3]1[CH:8]=[CH:7][CH:6]=[CH:5][CH:4]=1.[BH4-].[Na+]>CO>[CH2:2]([N:9]1[CH2:14][CH2:13][CH:12]=[C:11]([CH3:15])[CH:10]1[CH2:16][NH:17][C:18](=[O:19])[O:20][C:21]([CH3:24])([CH3:23])[CH3:22])[C:3]1[CH:8]=[CH:7][CH:6]=[CH:5][CH:4]=1 |f:0.1,2.3|. Reported procedure: To a solution of 1-benzyl-2-(((tert-butoxycarbonyl)amino)methyl)-3-methylpyridin-1-ium bromide (1.5 g) in MeOH (100 ml) was added NaBH4 (3 eq) in three portions at 0° C. The solution was then stirred for 3 h at rt and then concentrated in vacuo. The crude residue was taken up in EtOAc and washed with sat aq. NaHCO3, dried (MgSO4), and concentrated. The crude residue was purified by chromatography on silica gel (EtOAc/hex) to give the title compound as a pale yellow oil in 63% yield. MS (ESI) 317...